The task is: describe an organic reaction: reactants, conditions, products, and yield. This data is from the Open Reaction Database (ORD), a public repository of structured organic reaction records. Reactants: O=C1OC(Br)c2ccccc21, CC(C)Cc1ccc(C(C)C(=O)[O-])cc1, CN(C)C=O, [Na+], O. Yields the product CC(C)Cc1ccc(C(C)C(=O)OC2OC(=O)c3ccccc32)cc1. Reaction SMILES: [Br:1][CH:2]1[O:3][C:4](=[O:5])[c:6]2[cH:7][cH:8][cH:9][cH:10][c:11]21.[CH2:12]([CH:13]([CH3:14])[CH3:15])[c:16]1[cH:17][cH:18][c:19]([CH:22]([C:23](=[O:24])[O-:25])[CH3:26])[cH:20][cH:21]1.[CH3:29][N:30]([CH3:31])[CH:32]=[O:33].[Na+:27].[OH2:28]>>[CH:2]1([O:25][C:23]([CH:22]([c:19]2[cH:18][cH:17][c:16]([CH2:12][CH:13]([CH3:14])[CH3:15])[cH:21][cH:20]2)[CH3:26])=[O:24])[O:3][C:4](=[O:5])[c:6]2[cH:7][cH:8][cH:9][cH:10][c:11]21. Reactants: [C]=O (carbon monoxide), C(CCC)C=1N=NC(=CC1C1=CC=C(C=C1)OC1CCCCC1)Cl (3-butyl-6-chloro-4-(4-cyclohexyloxy-phenyl)-pyridazine), CO (methanol), CN(C)C=O (DMF), TEA. Yields the product COC(=O)C=1N=NC(=C(C1)C1=CC=C(C=C1)OC1CCCCC1)CCCC (6-butyl-5-(4-cyclohexyloxy-phenyl)-pyridazine-3-carboxylic acid methyl ester). Procedure: To a stirred solution of 3-butyl-6-chloro-4-(4-cyclohexyloxy-phenyl)-pyridazine (Example 14, 29 mmol, 10.0 g,) in mixture of methanol and DMF (1:1, 100 mL) was added [1,1′-bis(diphenylphosphino)ferrocene]dichloropalladium(II) PdCl2 (10 mol %, 2.2 g), DPPF (10 mol %, 1.6 g) and TEA (72.5 mmol, 10 mL). The reaction was stirred at 90° C. under 40-50 psi pressure of carbon monoxide for 8 h. The solvent was removed, and the crude product was purified using hexane:ethyl acetate on a 330 g ISCO silica ... Reaction SMILES: [CH2:1]([C:5]1[N:6]=[N:7][C:8](Cl)=[CH:9][C:10]=1[C:11]1[CH:16]=[CH:15][C:14]([O:17][CH:18]2[CH2:23][CH2:22][CH2:21][CH2:20][CH2:19]2)=[CH:13][CH:12]=1)[CH2:2][CH2:3][CH3:4].[CH3:25][OH:26].[C]=O.CN([CH:32]=[O:33])C>C1C=CC(P(C2C=CC=CC=2)[C-]2C=CC=C2)=CC=1.C1C=CC(P(C2C=CC=CC=2)[C-]2C=CC=C2)=CC=1.Cl[Pd]Cl.[Fe+2].Cl[Pd]Cl.C1C=CC(P(C2C=CC=CC=2)[C-]2C=CC=C2)=CC=1.C1C=CC(P(C2C=CC=CC=2)[C-]2C=CC=C2)=CC=1.[Fe+2]>[CH3:25][O:26][C:32]([C:8]1[N:7]=[N:6][C:5]([CH2:1][CH2:2][CH2:3][CH3:4])=[C:10]([C:11]2[CH:16]=[CH:15][C:14]([O:17][CH:18]3[CH2:23][CH2:22][CH2:21][CH2:20][CH2:19]3)=[CH:13][CH:12]=2)[CH:9]=1)=[O:33] |f:4.5.6.7.8,9.10.11,^3:26|. Reagents/catalysts: C1=CC=C(C=C1)P([C-]2C=CC=C2)C3=CC=CC=C3.C1=CC=C(C=C1)P([C-]2C=CC=C2)C3=CC=CC=C3.Cl[Pd]Cl.[Fe+2].Cl[Pd]Cl ([1,1′-bis(diphenylphosphino)ferrocene]dichloropalladium(II) PdCl2), C1=CC=C(C=C1)P([C-]2C=CC=C2)C3=CC=CC=C3.C1=CC=C(C=C1)P([C-]2C=CC=C2)C3=CC=CC=C3.[Fe+2] (DPPF).